From a dataset of the Open Reaction Database (ORD), a public repository of structured organic reaction records. describe an organic reaction: reactants, conditions, products, and yield The reactants are COC(NC=1SC2=C(N1)C(=CC=C2[N+](=O)[O-])OC)=O ((4-methoxy-7-nitro-benzothiazol-2-yl)-carbamic acid methyl ester). The reagents and catalysts are [Pt](=O)=O (platinum (IV) oxide). The solvent is CO (methanol), ClCCl (dichloromethane). Reaction conditions: time 16 hour. Product: COC(NC=1SC2=C(N1)C(=CC=C2N)OC)=O ((7-amino-4-methoxy-benzothiazol-2-yl)-carbamic acid methyl ester). Yield: 89.9%. As a reaction SMILES: [CH3:1][O:2][C:3](=[O:19])[NH:4][C:5]1[S:6][C:7]2[C:13]([N+:14]([O-])=O)=[CH:12][CH:11]=[C:10]([O:17][CH3:18])[C:8]=2[N:9]=1>CO.ClCCl.[Pt](=O)=O>[CH3:1][O:2][C:3](=[O:19])[NH:4][C:5]1[S:6][C:7]2[C:13]([NH2:14])=[CH:12][CH:11]=[C:10]([O:17][CH3:18])[C:8]=2[N:9]=1. Procedure: To a stirred solution of 5.00 g (17.7 mmol) (4-methoxy-7-nitro-benzothiazol-2-yl)-carbamic acid methyl ester in 140 ml methanol and 140 ml dichloromethane was added 1.5 g platinum (IV) oxide and the mixture was then stirred for 16 hours at room temperature under an atmosphere of hydrogen. The mixture was then filtered and the filtrate concentrated in vacuo to afford 4.03 g (90%) (7-amino-4-methoxy-benzothiazol-2-yl)-carbamic acid methyl ester as a grey crystalline solid. ES-MS m/e (%):276 (M+Na+... The reactants are C(CC(=O)C)(=O)OCC (ethyl acetoacetate), P(Cl)(Cl)(Cl)(Cl)Cl (phosphorous pentachloride), O (water). The solvent is C(Cl)Cl (methylene chloride). Conditions: temperature 0 celsius, time 16 hour. The product is Cl/C(=C/C(=O)OCC)/C (ethyl [E]-3-chloro-2-butenoate). Yield: 7.7%. As a reaction SMILES: [C:1]([O:7][CH2:8][CH3:9])(=[O:6])[CH2:2][C:3]([CH3:5])=O.P(Cl)(Cl)(Cl)(Cl)[Cl:11].O>C(Cl)Cl>[Cl:11]/[C:3](/[CH3:5])=[CH:2]/[C:1]([O:7][CH2:8][CH3:9])=[O:6]. Reported procedure: In a reaction vessel flushed with argon gas was placed 437.4 grams (3.36 moles) of ethyl acetoacetate in 500 ml of methylene chloride. The stirred solution was cooled to 0° C. and 700 grams (3.36 moles) of phosphorous pentachloride was added in portions at a rate such that the reaction mixture temperature did not exceed 5°. Upon completion of addition, the reaction mixture was stirred at 0°-5° for 16 hours. Five-hundred ml of water was added dropwise, and the layers in the resultant two-phase sy... Reactants: C([C@H](O)[C@@H](O)[C@H](O)[C@H](O)CO)O (D-Glucitol). Solvent: OS(=O)(=O)O (H2SO4). Run at time 8 hour. Yields the product C1[C@H](O)[C@@H](O)[C@H](O1)[C@H](O)CO (1,4-Anhydro-D-Glucitol). RXN SMILES: [CH2:1]([OH:12])[C@@H:2]([C@H:4]([C@@H:6]([C@@H:8]([CH2:10][OH:11])[OH:9])O)[OH:5])[OH:3]>OS(O)(=O)=O>[CH2:1]1[O:12][C@H:6]([C@@H:8]([CH2:10][OH:11])[OH:9])[C@H:4]([OH:5])[C@H:2]1[OH:3]. Procedure details: D-Glucitol (Aldrich, 1150 g, 6.31 mol) was suspended in aqueous 3M H2SO4 (550 mL) and heated at reflux with stirring under N2 overnight. The dark brown solution was cooled and neutralized using Amberlite® IRA-93 resin (OH-, ~4 L) Rohm and Haas, (Phil., Pa.). The resin was removed by filtration; the filtrate was decolorized using activated carbon (4 g) which was subsequently removed by filtration. The reactants are CC(C)(C)OC(=O)N1CCC(CCCn2c(COc3ccc(Cl)cc3)nc3c(OCCCN4CCCCC4CCN4CCCCC4)cccc32)CC1, O=C(O)C(F)(F)F. The product is Clc1ccc(OCc2nc3c(OCCCN4CCCCC4CCN4CCCCC4)cccc3n2CCCC2CCNCC2)cc1. As a reaction SMILES: [N:1]1([CH2:7][CH2:8][CH:9]2[N:10]([CH2:15][CH2:16][CH2:17][O:18][c:19]3[cH:20][cH:21][cH:22][c:23]4[n:24]([CH2:37][CH2:38][CH2:39][CH:40]5[CH2:41][CH2:42][N:43]([C:46]([O:47][C:48]([CH3:49])([CH3:50])[CH3:51])=[O:52])[CH2:44][CH2:45]5)[c:25]([CH2:28][O:29][c:30]5[cH:31][cH:32][c:33]([Cl:36])[cH:34][cH:35]5)[n:26][c:27]34)[CH2:11][CH2:12][CH2:13][CH2:14]2)[CH2:2][CH2:3][CH2:4][CH2:5][CH2:6]1.[OH:53][C:54]([C:55]([F:56])([F:57])[F:58])=[O:59]>>[N:1]1([CH2:7][CH2:8][CH:9]2[N:10]([CH2:15][CH2:16][CH2:17][O:18][c:19]3[cH:20][cH:21][cH:22][c:23]4[n:24]([CH2:37][CH2:38][CH2:39][CH:40]5[CH2:41][CH2:42][NH:43][CH2:44][CH2:45]5)[c:25]([CH2:28][O:29][c:30]5[cH:31][cH:32][c:33]([Cl:36])[cH:34][cH:35]5)[n:26][c:27]34)[CH2:11][CH2:12][CH2:13][CH2:14]2)[CH2:2][CH2:3][CH2:4][CH2:5][CH2:6]1. Reactants: C#Cc1cncc(C#N)c1, C1CCOC1. The product is CCc1cncc(C#N)c1. RXN SMILES: [C:1](#[N:2])[c:3]1[cH:4][n:5][cH:6][c:7]([C:9]#[CH:10])[cH:8]1.[O:11]1[CH2:12][CH2:13][CH2:14][CH2:15]1>>[C:1](#[N:2])[c:3]1[cH:4][n:5][cH:6][c:7]([CH2:9][CH3:10])[cH:8]1. Reactants: [H][H] (hydrogen), FC1=CC=C(C=C1)C1=C(C=NN1C)/C=C/C(=O)O ((2E)-3-[5-(4-fluorophenyl)-1-methyl-1H-pyrazol-4-yl]acrylic acid), O1CCCC1 (tetrahydrofuran). Reagents/catalysts: [C].[Pd] (palladium-carbon). The solvent is C(C)O (ethanol). Run at time 6 hour. The product is FC1=CC=C(C=C1)C1=C(C=NN1C)CCC(=O)O (3-[5-(4-fluorophenyl)-1-methyl-1H-pyrazol-4-yl]propionic acid). Yield: 96.7%. Reaction SMILES: [F:1][C:2]1[CH:7]=[CH:6][C:5]([C:8]2[N:12]([CH3:13])[N:11]=[CH:10][C:9]=2/[CH:14]=[CH:15]/[C:16]([OH:18])=[O:17])=[CH:4][CH:3]=1.O1CCCC1.[H][H]>[C].[Pd].C(O)C>[F:1][C:2]1[CH:3]=[CH:4][C:5]([C:8]2[N:12]([CH3:13])[N:11]=[CH:10][C:9]=2[CH2:14][CH2:15][C:16]([OH:18])=[O:17])=[CH:6][CH:7]=1 |f:3.4|. Procedure details: A mixture of (2E)-3-[5-(4-fluorophenyl)-1-methyl-1H-pyrazol-4-yl]acrylic acid (0.80 g), 5% palladium-carbon (0.30 g), tetrahydrofuran (10 ml) and ethanol (10 ml) was stirred at room temperature for 6 hrs. in a hydrogen atmosphere at atmospheric pressure. Palladium-carbon was filtered off and the filtrate was concentrated to give 3-[5-(4-fluorophenyl)-1-methyl-1H-pyrazol-4-yl]propionic acid (0.78 g, yield 97%) as a colorless solid. Reactants: C(CCC)C=1N=C(NC(C1CC1=CC=C(C=C1)C=1C(=CC=CC1)C#N)=O)C (4′-[(4-butyl-2-methyl-6-oxo-1,6-dihydropyrimidin-5-yl)methyl]biphenyl-2-carbonitrile), C([O-])([O-])=O.[K+].[K+] (potassium carbonate), BrCC1=C(C=CC=C1)F (1-(bromomethyl)-2-fluorobenzene), CN(C=O)C (N,N-dimethylformamide). Solvent: C(C)(=O)OCC (ethyl acetate). Reaction conditions: temperature 90 celsius, time 2 hour. The product is C(CCC)C=1N=C(N(C(C1CC1=CC=C(C=C1)C=1C(=CC=CC1)C#N)=O)CC1=C(C=CC=C1)F)C (4′-{[4-butyl-1-(2-fluorobenzyl)-2-methyl-6-oxo-1,6-dihydropyrimidin-5-yl]methyl}biphenyl-2-carbonitrile). Reaction SMILES: [CH2:1]([C:5]1[N:6]=[C:7]([CH3:27])[NH:8][C:9](=[O:26])[C:10]=1[CH2:11][C:12]1[CH:17]=[CH:16][C:15]([C:18]2[C:19]([C:24]#[N:25])=[CH:20][CH:21]=[CH:22][CH:23]=2)=[CH:14][CH:13]=1)[CH2:2][CH2:3][CH3:4].C(=O)([O-])[O-].[K+].[K+].Br[CH2:35][C:36]1[CH:41]=[CH:40][CH:39]=[CH:38][C:37]=1[F:42].CN(C)C=O>C(OCC)(=O)C>[CH2:1]([C:5]1[N:6]=[C:7]([CH3:27])[N:8]([CH2:35][C:36]2[CH:41]=[CH:40][CH:39]=[CH:38][C:37]=2[F:42])[C:9](=[O:26])[C:10]=1[CH2:11][C:12]1[CH:17]=[CH:16][C:15]([C:18]2[C:19]([C:24]#[N:25])=[CH:20][CH:21]=[CH:22][CH:23]=2)=[CH:14][CH:13]=1)[CH2:2][CH2:3][CH3:4] |f:1.2.3|. Procedure: A mixture of 4′-[(4-butyl-2-methyl-6-oxo-1,6-dihydropyrimidin-5-yl)methyl]biphenyl-2-carbonitrile (1.23 g), potassium carbonate (0.96 g), 1-(bromomethyl)-2-fluorobenzene (0.66 g) and N,N-dimethylformamide (20 mL) was stirred at 90° C. for 2 hr. The reaction mixture was diluted with ethyl acetate, washed with water and then with saturated brine, and dried over anhydrous magnesium sulfate. The solvent was evaporated under reduced pressure and the residue was purified by silica gel column chromatog... Reported procedure: 5-(N,N-Dibenzylglycyl)salicylamide (37.4 g) was heated at reflux for 2 hours with methyl iodide (10 ml) and anhydrous potassium carbonate (20 g) in ethyl methyl ketone (350 ml). The inorganic salts were filtered off and the solvent was evaporated in vacuo. The residue was dissolved in ethyl acetate, washed with water and again evaporated. The residual oil was crystallised from isopropanol to give 5-(N,N-dibenzylglycyl)-o-anisamide as a white solid, (14 g) m.p. 113°-114° . As a reaction SMILES: [CH2:1]([N:8]([CH2:22][C:23]1[CH:28]=[CH:27][CH:26]=[CH:25][CH:24]=1)[CH2:9][C:10]([C:12]1[CH:20]=[C:16]([C:17]([NH2:19])=[O:18])[C:15]([OH:21])=[CH:14][CH:13]=1)=[O:11])[C:2]1[CH:7]=[CH:6][CH:5]=[CH:4][CH:3]=1.CI.[C:31](=O)([O-])[O-].[K+].[K+]>CC(CC)=O>[CH2:22]([N:8]([CH2:1][C:2]1[CH:3]=[CH:4][CH:5]=[CH:6][CH:7]=1)[CH2:9][C:10]([C:12]1[CH:20]=[C:16]([C:17]([NH2:19])=[O:18])[C:15]([O:21][CH3:31])=[CH:14][CH:13]=1)=[O:11])[C:23]1[CH:28]=[CH:27][CH:26]=[CH:25][CH:24]=1 |f:2.3.4|. Product: C(C1=CC=CC=C1)N(CC(=O)C1=CC=C(C(C(=O)N)=C1)OC)CC1=CC=CC=C1 (5-(N,N-dibenzylglycyl)-o-anisamide). Solvent: CC(=O)CC (ethyl methyl ketone). Starting materials: CI (methyl iodide), C([O-])([O-])=O.[K+].[K+] (potassium carbonate), C(C1=CC=CC=C1)N(CC(=O)C1=CC=C(C(C(=O)N)=C1)O)CC1=CC=CC=C1 (5-(N,N-Dibenzylglycyl)salicylamide). Reactants: [Cr](=O)(=O)([O-])Cl.[NH+]1=CC=CC=C1 (pyridinium chlorochromate), BrC1=C(CO)C=CC(=C1)Cl (2-bromo-4-chlorobenzyl alcohol), C(C)OCC (diethyl ether). The solvent is ClCCl (dichloromethane). Conditions: time 2 hour. Yields the product BrC1=C(C=O)C=CC(=C1)Cl (2-bromo-4-chlorobenzaldehyde). Isolated yield 84.5%. RXN SMILES: [Cr](Cl)([O-])(=O)=O.[NH+]1C=CC=CC=1.[Br:12][C:13]1[CH:20]=[C:19]([Cl:21])[CH:18]=[CH:17][C:14]=1[CH2:15][OH:16].C(OCC)C>ClCCl>[Br:12][C:13]1[CH:20]=[C:19]([Cl:21])[CH:18]=[CH:17][C:14]=1[CH:15]=[O:16] |f:0.1|. Reported procedure: Add pyridinium chlorochromate (432 mg, 2 mmol) to a solution of 2-bromo-4-chlorobenzyl alcohol (200 mg, 0.9 mmol) in dichloromethane (4 mL). Stir the resulting mixture for 2 h. Add diethyl ether (4 mL) and stir for 20-min. Decant the diethyl ether solution. Wash the remaining solids with diethyl ether twice. Combine the diethyl ether solutions and concentrate. Chromatograph on silica gel, eluting with 20:80 to 1:1 ethyl acetate:dichloromethane to give 2-bromo-4-chlorobenzaldehyde as a white soli... Starting materials: C(C=C)C=1C=C(C(=O)OCC)C=CC1O (ethyl 3-allyl4-hydroxybenzoate), ClC1=CC(=CC=C1)C(=O)OO (m-chloroperbenzoic acid). The solvent is C(Cl)(Cl)Cl (chloroform). Conditions: time 3.5 hour. Product: OCC1OC2=C(C1)C=C(C=C2)C(=O)OCC (Ethyl 2-hydroxymethyl-2,3-dihydrobenzofuran-5-carboxylate). Isolated yield 63.3%. RXN SMILES: [CH2:1]([C:4]1[CH:5]=[C:6]([CH:12]=[CH:13][C:14]=1[OH:15])[C:7]([O:9][CH2:10][CH3:11])=[O:8])[CH:2]=[CH2:3].ClC1C=CC=C(C(OO)=[O:24])C=1>C(Cl)(Cl)Cl>[OH:24][CH2:3][CH:2]1[CH2:1][C:4]2[CH:5]=[C:6]([C:7]([O:9][CH2:10][CH3:11])=[O:8])[CH:12]=[CH:13][C:14]=2[O:15]1. Procedure details: A mixture of 47.1 g (0.228 mole) ethyl 3-allyl4-hydroxybenzoate, 350 ml chloroform and 79.7 g (0.462 mole) m-chloroperbenzoic acid was heated at reflux, with stirring, under nitrogen for 3.5 hours. The resulting mixture was allowed to cool to room temperature, the solvent evaporated, the residue dissolved in ethyl ether, washed with 1N sodium hydroxide, brine and dried (MgSO4). Evaporation of the ether gave 32.07 g of product as a colorless solid, m.p. 72°-77° C. which was used in the next step.